Dataset: the Open Reaction Database (ORD), a public repository of structured organic reaction records. Task: describe an organic reaction: reactants, conditions, products, and yield Reactants: ClC1=CC=C(N)C=C1 (4-chloroaniline), C(C)C(C(=O)[O-])=O (ethylglyoxalate), BrC1=CC=C(C=C)C=C1 (4-bromostyrene), FC(C(=O)O)(F)F (trifluoroacetic acid). Solvent: C(C)#N (acetonitrile). Product: C(C)OC(=O)C1NC2=CC=C(C=C2C(C1)C1=CC=C(C=C1)Br)Cl (6-chloro-4-(4-bromophenyl)-1,2,3,4-tetrahydroquinoline-2-carboxylic Acid Ethyl Ester). Reaction SMILES: [Cl:1][C:2]1[CH:8]=[CH:7][C:5]([NH2:6])=[CH:4][CH:3]=1.[CH2:9]([C:11](=O)[C:12]([O-:14])=[O:13])[CH3:10].[Br:16][C:17]1[CH:24]=[CH:23][C:20](C=C)=[CH:19][CH:18]=1.F[C:26](F)(F)[C:27](O)=O>C(#N)C>[CH2:26]([O:14][C:12]([CH:11]1[CH2:9][CH:10]([C:20]2[CH:23]=[CH:24][C:17]([Br:16])=[CH:18][CH:19]=2)[C:7]2[C:5](=[CH:4][CH:3]=[C:2]([Cl:1])[CH:8]=2)[NH:6]1)=[O:13])[CH3:27]. Procedure details: Compound 56 was prepared by the basic process from 5.0 mmol 4-chloroaniline, 5.5 mmol ethylglyoxalate solution (50% toluene), 15.0 mmol 4-bromostyrene and 5.0 mmol trifluoroacetic acid in 30.0 ml acetonitrile. Reactants: COC=1C=C(C=CC1OC)NCC1=CC=C(C(=O)NC2=C(C=CC(=C2)C=CC2=CC=CC=C2)N)C=C1 (4-((3,4-dimethoxyphenylamino)methyl)-N-(2-amino-5-styrylphenyl)benzamide). Reagents/catalysts: [Pd] (palladium on charcoal). Run in CO (methanol), C(C)(=O)OCC (ethyl acetate). Reaction conditions: time 1 hour. The product is NC1=C(C=C(C=C1)CCC1=CC=CC=C1)NC(C1=CC=C(C=C1)C)=O (N-(2-amino-5-phenethyl-phenyl)-4-methyl-benzamide), solid. Yield: 31.0%. Reaction SMILES: COC1C=C(N[CH2:12][C:13]2[CH:36]=[CH:35][C:16]([C:17]([NH:19][C:20]3[CH:25]=[C:24]([CH:26]=[CH:27][C:28]4[CH:33]=[CH:32][CH:31]=[CH:30][CH:29]=4)[CH:23]=[CH:22][C:21]=3[NH2:34])=[O:18])=[CH:15][CH:14]=2)C=CC=1OC>CO.C(OCC)(=O)C.[Pd]>[NH2:34][C:21]1[CH:22]=[CH:23][C:24]([CH2:26][CH2:27][C:28]2[CH:33]=[CH:32][CH:31]=[CH:30][CH:29]=2)=[CH:25][C:20]=1[NH:19][C:17](=[O:18])[C:16]1[CH:15]=[CH:14][C:13]([CH3:12])=[CH:36][CH:35]=1. Procedure details: To a degassed solution of compound 127 (100 mg, 0.209 mmol) in a mixture of methanol and ethyl acetate (1:1) was added was added a catalytic amount of 10% palladium on charcoal and the mixture was put under H2 atmosphere (latm) and stirred for 1 h and filtered through celite and the filtrate was concentrated in vacuo. The mixture was separated by flash chromatography on silica gel using EtOAc/Hexanes with increasing polarity (40:60 to 60:40) as the eluent. The least polar compound 129 was isolat... Starting materials: CS(=O)(=O)C1=NC=C2C(=N1)N(C(N(C2)C2=C(C=CC(=C2)[N+](=O)[O-])C)=O)C (7-methanesulfonyl-1-methyl-3-(2-methyl-5-nitro-phenyl)-3,4-dihydro-1H-pyrimido[4,5-d]pyrimidin-2-one), CN(C=1C=C(N)C=CC1)C (3-dimethylaminoaniline). The solvent is CO (methanol). Reaction conditions: temperature 130 celsius, time 1 hour. Yields the product CN(C=1C=C(C=CC1)NC1=NC=C2C(=N1)N(C(N(C2)C2=C(C=CC(=C2)[N+](=O)[O-])C)=O)C)C (7-(3-dimethylamino-phenylamino)-1-methyl-3-(2-methyl-5-nitro-phenyl)-3,4-dihydro-1H-pyrimido[4,5-d]pyrimidin-2-one). The yield is 58.0%. Reaction SMILES: CS([C:5]1[N:10]=[C:9]2[N:11]([CH3:26])[C:12](=[O:25])[N:13]([C:15]3[CH:20]=[C:19]([N+:21]([O-:23])=[O:22])[CH:18]=[CH:17][C:16]=3[CH3:24])[CH2:14][C:8]2=[CH:7][N:6]=1)(=O)=O.[CH3:27][N:28]([CH3:36])[C:29]1[CH:30]=[C:31]([CH:33]=[CH:34][CH:35]=1)[NH2:32]>CO>[CH3:27][N:28]([CH3:36])[C:29]1[CH:30]=[C:31]([NH:32][C:5]2[N:10]=[C:9]3[N:11]([CH3:26])[C:12](=[O:25])[N:13]([C:15]4[CH:20]=[C:19]([N+:21]([O-:23])=[O:22])[CH:18]=[CH:17][C:16]=4[CH3:24])[CH2:14][C:8]3=[CH:7][N:6]=2)[CH:33]=[CH:34][CH:35]=1. Procedure: A mixture of 7-methanesulfonyl-1-methyl-3-(2-methyl-5-nitro-phenyl)-3,4-dihydro-1H-pyrimido[4,5-d]pyrimidin-2-one (148 mg, 0.39 mmol) and 3-dimethylaminoaniline (530 mg, 3.9 mmol) is stirred for 1 hour at 130° C. The mixture is cooled down to room temperature and suspended in methanol. The precipitate is collected and washed with methanol to give 7-(3-dimethylamino-phenylamino)-1-methyl-3-(2-methyl-5-nitro-phenyl)-3,4-dihydro-1H-pyrimido[4,5-d]pyrimidin-2-one (98 mg, 58%) as a yellow solid. Starting materials: C(C)OC([C@@H](NC(CNC(=O)OCC1=CC=CC=C1)=O)CC1=CC=CC=C1)=O (carbobenzoxyglycyl-L-phenylalanine ethyl ester), Br (HBr). The solvent is CCOCC (ether). Run at time 30 minute. The product is C(C)OC([C@@H](NC(CN)=O)CC1=CC=CC=C1)=O (glycyl-L-phenylalanine ethyl ester). Reaction SMILES: [CH2:1]([O:3][C:4](=[O:28])[C@H:5]([CH2:21][C:22]1[CH:27]=[CH:26][CH:25]=[CH:24][CH:23]=1)[NH:6][C:7](=[O:20])[CH2:8][NH:9]C(OCC1C=CC=CC=1)=O)[CH3:2].Br>CCOCC>[CH2:1]([O:3][C:4](=[O:28])[C@H:5]([CH2:21][C:22]1[CH:23]=[CH:24][CH:25]=[CH:26][CH:27]=1)[NH:6][C:7](=[O:20])[CH2:8][NH2:9])[CH3:2]. Procedure: The deposit was filtered off by a glass filter, and after the filtrate was washed with a 0.1% aqueous solution of NaHCO3 three times and then washed with a 0.1 N aqueous solution of HCl three times, it was dried over anhydrous magnesium sulfate and freed of dichloromethane under reduced pressure to obtain carbobenzoxyglycyl-L-phenylalanine ethyl ester, and to this ester was added 250 ml of HBr-saturated acetic acid, and after the mixture was stirred for 30 minutes, anhydrous ether was added to t... Reactants: ClC=1C=CC(=C(C1)C(C)NC1=C(C=CC(=C1)F)S(=O)(=O)C)OC (N-(1-(5-Chloro-2-methoxyphenyl)ethyl)-5-fluoro-2-(methylsulfonyl)benzenamine), N1CCNCC1 (piperazine), C(C)(C)N(C(C)C)CC (N,N-diisopropylethylamine). Solvent: C(C)#N (acetonitrile). Product: ClC=1C=CC(=C(C1)C(C)NC1=C(C=CC(=C1)N1CCNCC1)S(=O)(=O)C)OC (N-(1-(5-Chloro-2-methoxyphenyl)ethyl)-2-(methylsulfonyl)-5-(piperazin-1-yl)benzenamine). The yield is 25.3%. As a reaction SMILES: [Cl:1][C:2]1[CH:3]=[CH:4][C:5]([O:22][CH3:23])=[C:6]([CH:8]([NH:10][C:11]2[CH:16]=[C:15](F)[CH:14]=[CH:13][C:12]=2[S:18]([CH3:21])(=[O:20])=[O:19])[CH3:9])[CH:7]=1.[NH:24]1[CH2:29][CH2:28][NH:27][CH2:26][CH2:25]1.C(N(CC)C(C)C)(C)C>C(#N)C>[Cl:1][C:2]1[CH:3]=[CH:4][C:5]([O:22][CH3:23])=[C:6]([CH:8]([NH:10][C:11]2[CH:16]=[C:15]([N:24]3[CH2:29][CH2:28][NH:27][CH2:26][CH2:25]3)[CH:14]=[CH:13][C:12]=2[S:18]([CH3:21])(=[O:20])=[O:19])[CH3:9])[CH:7]=1. Procedure details: N-(1-(5-Chloro-2-methoxyphenyl)ethyl)-5-fluoro-2-(methylsulfonyl)benzenamine (50.0 mg, 0.14 mmol), piperazine (36.0 mg, 0.42 mmol), N,N-diisopropylethylamine (36.0 mg, 0.28 mmol) were stirred at 80° C. in dry acetonitrile (5 mL) for 48 h. The solvent was evaporated and the residue was dissolved in dichloromethane and washed with water. The dichloromethane was evaporated and the crude compound was purified by silica chromatography using 15% methanol in dichloromethane to afford the title compound... Reactants: C(O)([O-])=O.[Na+] (sodium hydrogen carbonate), NC1=C(C(=O)OC(C)(C)C)C=CC(=C1)C1=CC=C(C=C1)OC(=O)OC(C)(C)C (tert-butyl 2-amino-4-(4-(tert-butoxycarbonyl)oxyphenyl)benzoate), C(C(=O)Cl)(=O)Cl (oxalyl chloride), CC1=C(C(=O)O)C=CC=C1C (2,3-dimethylbenzoic acid). Solvent: C(C)N(CC)CC (triethylamine), C(Cl)Cl (methylene chloride), CN(C=O)C (N,N-dimethylformamide), C(Cl)Cl (methylene chloride). Reaction conditions: time 1 hour. Yields the product CC1=C(C(=O)NC2=C(C(=O)OC(C)(C)C)C=CC(=C2)C2=CC=C(C=C2)OC(=O)OC(C)(C)C)C=CC=C1C (tert-butyl 2-(2,3-dimethylbenzamido)-4-(4-(tert-butoxycarbonyl)oxyphenyl)benzoate). RXN SMILES: C(Cl)(=O)C(Cl)=O.[CH3:7][C:8]1[C:16]([CH3:17])=[CH:15][CH:14]=[CH:13][C:9]=1[C:10]([OH:12])=O.[NH2:18][C:19]1[CH:31]=[C:30]([C:32]2[CH:37]=[CH:36][C:35]([O:38][C:39]([O:41][C:42]([CH3:45])([CH3:44])[CH3:43])=[O:40])=[CH:34][CH:33]=2)[CH:29]=[CH:28][C:20]=1[C:21]([O:23][C:24]([CH3:27])([CH3:26])[CH3:25])=[O:22].C(=O)([O-])O.[Na+]>C(N(CC)CC)C.C(Cl)Cl.CN(C)C=O>[CH3:7][C:8]1[C:16]([CH3:17])=[CH:15][CH:14]=[CH:13][C:9]=1[C:10]([NH:18][C:19]1[CH:31]=[C:30]([C:32]2[CH:33]=[CH:34][C:35]([O:38][C:39]([O:41][C:42]([CH3:45])([CH3:44])[CH3:43])=[O:40])=[CH:36][CH:37]=2)[CH:29]=[CH:28][C:20]=1[C:21]([O:23][C:24]([CH3:27])([CH3:26])[CH3:25])=[O:22])=[O:12] |f:3.4|. Procedure details: 1.7 mL of methylene chloride, 1.0 μL of N,N-dimethylformamide and 0.025 mL of oxalyl chloride were added to 41 mg of 2,3-dimethylbenzoic acid at room temperature sequentially and stirred at the same temperature for 1 hour. The reaction mixture was added to a mixed solution of 62 mg of tert-butyl 2-amino-4-(4-(tert-butoxycarbonyl)oxyphenyl)benzoate, 2.8 mL of methylene chloride and 0.36 mL triethylamine and stirred at room temperature for 1 hour. A saturated sodium hydrogen carbonate aqueous solu... Starting materials: ClC=1C=C(C=CC1Cl)C(C)(C)C1=CN=C(N1C1=CC(=C(C=C1)F)OC)S (5-(2-(3,4-dichlorophenyl)propan-2-yl)-1-(4-fluoro-3-methoxyphenyl)-1H-imidazole-2-thiol), BrC1=C(C(=O)OC)C=C(C=C1)CBr (methyl 2-bromo-5-(bromomethyl)benzoate), C([O-])([O-])=O.[K+].[K+] (potassium carbonate). Solvent: CC(=O)C (acetone). Run at time 1 hour. Product: BrC1=C(C(=O)OC)C=C(C=C1)CSC=1N(C(=CN1)C(C)(C)C1=CC(=C(C=C1)Cl)Cl)C1=CC(=C(C=C1)F)OC (Methyl 2-bromo-5-((5-(2-(3,4-dichlorophenyl)propan-2-yl)-1-(4-fluoro-3-methoxyphenyl)-1H-imidazol-2-ylthio)methyl)benzoate). Isolated yield 82.9%. Reaction SMILES: [Cl:1][C:2]1[CH:3]=[C:4]([C:9]([C:12]2[N:16]([C:17]3[CH:22]=[CH:21][C:20]([F:23])=[C:19]([O:24][CH3:25])[CH:18]=3)[C:15]([SH:26])=[N:14][CH:13]=2)([CH3:11])[CH3:10])[CH:5]=[CH:6][C:7]=1[Cl:8].[Br:27][C:28]1[CH:37]=[CH:36][C:35]([CH2:38]Br)=[CH:34][C:29]=1[C:30]([O:32][CH3:33])=[O:31].C(=O)([O-])[O-].[K+].[K+]>CC(C)=O>[Br:27][C:28]1[CH:37]=[CH:36][C:35]([CH2:38][S:26][C:15]2[N:16]([C:17]3[CH:22]=[CH:21][C:20]([F:23])=[C:19]([O:24][CH3:25])[CH:18]=3)[C:12]([C:9]([C:4]3[CH:5]=[CH:6][C:7]([Cl:8])=[C:2]([Cl:1])[CH:3]=3)([CH3:11])[CH3:10])=[CH:13][N:14]=2)=[CH:34][C:29]=1[C:30]([O:32][CH3:33])=[O:31] |f:2.3.4|. Reported procedure: A mixture of 5-(2-(3,4-dichlorophenyl)propan-2-yl)-1-(4-fluoro-3-methoxyphenyl)-1H-imidazole-2-thiol (700 mg, 1.7 mmol, 1.0 eq), methyl 2-bromo-5-(bromomethyl)benzoate (630 mg, 2.0 mmol, 1.2 eq) and potassium carbonate (350 mg, 2.6 mmol, 1.5 eq) in acetone (9 mL) was stirred at room temperature 1 h. The solids were filtered and the organics were concentrated and purified (silica, 0 to 60% EtOAc/Hex) to afford the title compound (900 mg, 83%). MS (EI) m/z 638.9 (MH+). The reactants are NC1=C2C(=NC=N1)N(N=C2C2=CC(=C(C=C2)NC=2OC1=C(N2)C=CC=C1)F)[C@@H]1CC[C@@H](CC1)N1CCN(CC1)C (cis-N2-(4-{4-amino-1-[4-(4-methylpiperazino)cyclohexyl]-1H-pyrazolo[3,4-d]pyrimidin-3-yl}-2-fluorophenyl)-1,3-benzoxazol-2-amine), NC1=C2C(=NC=N1)N(N=C2I)C2CN(CC2)C(CN(C)C)=O (rac-1-[3-(4-amino-3-iodo-1H-pyrazolo[3,4-d]pyrimidin-1-yl)tetrahydro-1H-1-pyrrolyl]-2-(dimethylamino)-1-ethanone), CC1(OB(OC1(C)C)C1=CC=C(C=C1)NC=1OC2=C(N1)C=C(C=C2C)C)C (N2-[4-(4,4,5,5-tetramethyl-1,3,2-dioxaborolan-2-yl)phenyl]-5,7-dimethyl-1,3-benzoxazol-2-amine). Yields the product NC1=C2C(=NC=N1)N(N=C2C2=CC=C(C=C2)NC=2OC1=C(N2)C=C(C=C1C)C)C1CN(CC1)C(CN(C)C)=O (rac-1-[3-(4-Amino-3-{4-[(5,7-dimethyl-1,3-benzoxazol-2-yl)amino]phenyl}-1H-pyrazolo[3,4-d]pyrimidin-1-yl)tetrahydro-1H-1-pyrrolyl]-2-(dimethylamino)-1-ethanone), powder. Yield: 62.0%. Reaction SMILES: [NH2:1][C:2]1[N:7]=[CH:6][N:5]=[C:4]2[N:8]([CH:12]3[CH2:16][CH2:15][N:14]([C:17](=[O:22])[CH2:18][N:19]([CH3:21])[CH3:20])[CH2:13]3)[N:9]=[C:10](I)[C:3]=12.CC1(C)C(C)(C)OB([C:31]2[CH:36]=[CH:35][C:34]([NH:37][C:38]3[O:39][C:40]4[C:46]([CH3:47])=[CH:45][C:44]([CH3:48])=[CH:43][C:41]=4[N:42]=3)=[CH:33][CH:32]=2)O1.NC1N=CN=C2N([C@H]3CC[C@@H](N4CCN(C)CC4)CC3)N=C(C3C=CC(NC4OC5C=CC=CC=5N=4)=C(F)C=3)C=12>>[NH2:1][C:2]1[N:7]=[CH:6][N:5]=[C:4]2[N:8]([CH:12]3[CH2:16][CH2:15][N:14]([C:17](=[O:22])[CH2:18][N:19]([CH3:21])[CH3:20])[CH2:13]3)[N:9]=[C:10]([C:31]3[CH:32]=[CH:33][C:34]([NH:37][C:38]4[O:39][C:40]5[C:46]([CH3:47])=[CH:45][C:44]([CH3:48])=[CH:43][C:41]=5[N:42]=4)=[CH:35][CH:36]=3)[C:3]=12. Procedure: rac-1-[3-(4-Amino-3-{4-[(5,7-dimethyl-1,3-benzoxazol-2-yl)amino]phenyl}-1H-pyrazolo[3,4-d]pyrimidin-1-yl)tetrahydro-1H-1-pyrrolyl]-2-(dimethylamino)-1-ethanone was prepared from rac-1-[3-(4-amino-3-iodo-1H-pyrazolo[3,4-d]pyrimidin-1-yl)tetrahydro-1H-1-pyrrolyl]-2-(dimethylamino)-1-ethanone (0.278 g, 0.669 mmol) and N2-[4-(4,4,5,5-tetramethyl-1,3,2-dioxaborolan-2-yl)phenyl]-5,7-dimethyl-1,3-benzoxazol-2-amine (0.305 g, 0.837 mmol) in a manner similar to that used for the preparation of cis-N2-(4-... As a reaction SMILES: [C:28](=[O:29])([O-:30])[O-:31].[Cl:19][c:20]1[c:21]([C:26]#[N:27])[n:22][cH:23][cH:24][n:25]1.[ClH:34].[Cs+:32].[Cs+:33].[O:35]=[CH:36][N:37]([CH3:38])[CH3:39].[OH2:40].[OH:1][B:2]1[O:3][CH:4]([CH2:13][C:14](=[O:15])[O:16][CH2:17][CH3:18])[c:5]2[c:6]1[cH:7][c:8]([OH:12])[cH:9][c:10]2[CH3:11]>>[OH:1][B:2]1[O:3][CH:4]([CH2:13][C:14](=[O:15])[O:16][CH2:17][CH3:18])[c:5]2[c:6]1[cH:7][c:8]([O:12][c:20]1[c:21]([C:26]#[N:27])[n:22][cH:23][cH:24][n:25]1)[cH:9][c:10]2[CH3:11]. The reactants are O=C([O-])[O-], N#Cc1nccnc1Cl, Cl, [Cs+], [Cs+], CN(C)C=O, O, CCOC(=O)CC1OB(O)c2cc(O)cc(C)c21. Yields the product CCOC(=O)CC1OB(O)c2cc(Oc3nccnc3C#N)cc(C)c21.